Dataset: the Open Reaction Database (ORD), a public repository of structured organic reaction records. Task: describe an organic reaction: reactants, conditions, products, and yield Reactants: FC(C=1C=C(CBr)C=C(C1)C(F)(F)F)(F)F (3,5-bis(trifluoromethyl)benzyl bromide), CNC(=O)C=1C(=CC(=CC1)N1CCN(CC1)C)C1=C(C=CC=C1)C (2′-methyl-5-(4-methyl-piperazin-1-yl)-biphenyl-2-carboxylic acid methylamide), solution, C[Si]([N-][Si](C)(C)C)(C)C.[K+] (potassium hexamethyldisilazide). The solvent is C1CCOC1 (THF), C1CCOC1 (THF). Conditions: time 20 minute. Yields the product FC(C=1C=C(CN(C(=O)C=2C(=CC(=CC2)N2CCN(CC2)C)C2=C(C=CC=C2)C)C)C=C(C1)C(F)(F)F)(F)F (2′-Methyl-5-(4-methyl-piperazin-1-yl)-biphenyl-2-carboxylic acid (3,5-bis-trifluoromethyl-benzyl)-methyl-amide). Isolated yield 30.3%. RXN SMILES: [CH3:1][NH:2][C:3]([C:5]1[C:6]([C:18]2[CH:23]=[CH:22][CH:21]=[CH:20][C:19]=2[CH3:24])=[CH:7][C:8]([N:11]2[CH2:16][CH2:15][N:14]([CH3:17])[CH2:13][CH2:12]2)=[CH:9][CH:10]=1)=[O:4].C[Si](C)(C)[N-][Si](C)(C)C.[K+].[F:35][C:36]([F:50])([F:49])[C:37]1[CH:38]=[C:39]([CH:42]=[C:43]([C:45]([F:48])([F:47])[F:46])[CH:44]=1)[CH2:40]Br>C1COCC1>[F:35][C:36]([F:50])([F:49])[C:37]1[CH:38]=[C:39]([CH:42]=[C:43]([C:45]([F:48])([F:47])[F:46])[CH:44]=1)[CH2:40][N:2]([CH3:1])[C:3]([C:5]1[C:6]([C:18]2[CH:23]=[CH:22][CH:21]=[CH:20][C:19]=2[CH3:24])=[CH:7][C:8]([N:11]2[CH2:12][CH2:13][N:14]([CH3:17])[CH2:15][CH2:16]2)=[CH:9][CH:10]=1)=[O:4] |f:1.2|. Reported procedure: To a solution of 50 mg (0.15 mmol) 2′-methyl-5-(4-methyl-piperazin-1-yl)-biphenyl-2-carboxylic acid methylamide in 2 ml THF 0.2 ml of a 1 M solution (0.2 mmol) of potassium hexamethyldisilazide in THF was added at 0°. After 20 min. 0.028 ml (0.15 mmol) 3,5-bis(trifluoromethyl)benzyl bromide was added dropwise to the resulting suspension. The reaction was quenched with water after 1.5 h. The mixture was diluted with 5 ml 2 N NaOH solution and extracted with 3 5-ml portions of ethyl acetate. The c... The reactants are CCOC(=O)C (EtOAc), C(C)(C)(C)OC(=O)N[C@H](C(=O)O)CNC1=C(C(=CC(=C1)C)C)N ((2S) -2-tert-butoxycarbonylamino-3-(2-amino-3,5-dimethylphenyl-amino)-propionic acid), CN1CCOCC1 (N-methylmorpholine), C(C(C)C)OC(=O)Cl (isobutylchloroformate). The solvent is C1CCOC1 (THF). Reaction conditions: temperature 0 celsius, time 1 hour. The product is O=C1[C@H](CNC2=C(N1)C(=CC(=C2)C)C)NC(=O)OC(C)(C)C (2-Oxo-(3S)-3-tert-butoxycarbonylamino-2,3,4,5-tetrahydro-7,9-dimethyl-1H-1,5-benzodiazepine). Isolated yield 68.0%. As a reaction SMILES: [C:1]([O:5][C:6]([NH:8][C@@H:9]([CH2:13][NH:14][C:15]1[CH:20]=[C:19]([CH3:21])[CH:18]=[C:17]([CH3:22])[C:16]=1[NH2:23])[C:10](O)=[O:11])=[O:7])([CH3:4])([CH3:3])[CH3:2].CN1CCOCC1.C(OC(Cl)=O)C(C)C.CCOC(C)=O>C1COCC1>[O:11]=[C:10]1[NH:23][C:16]2[C:17]([CH3:22])=[CH:18][C:19]([CH3:21])=[CH:20][C:15]=2[NH:14][CH2:13][C@@H:9]1[NH:8][C:6]([O:5][C:1]([CH3:4])([CH3:3])[CH3:2])=[O:7]. Procedure details: A 0° C. solution of (2S) -2-tert-butoxycarbonylamino-3-(2-amino-3,5-dimethylphenyl-amino)-propionic acid (763 mg, 2.36 mmol) and N-methylmorpholine (483 mg, 4.78 mmol) in 60 ml of anhydrous THF was treated dropwise with isobutylchloroformate (352 mg, 2.5 mmol). The reaction was stirred for 2 h at 0° C., at RT for 1 h and poured over EtOAc. The mixture was washed with aq. 5% NaHSO4, sat. aq. NaHCO3, and sat. aq. NaCl, dried over NaSO4, and concentrated in vacuo. Chromatography (flash, SiO2, 10% t...